describe an organic reaction: reactants, conditions, products, and yield From a dataset of the Open Reaction Database (ORD), a public repository of structured organic reaction records. Starting materials: [N+](=O)([O-])C1=C(N)C=C(C(=C1)F)Cl (2-nitro-4-fluoro-5-chloroaniline), OC1=CC=NC=C1 (4-hydroxypyridine), [OH-].[K+] (potassium hydroxide). The product is [N+](=O)([O-])C1=C(N)C=C(C(=C1)F)N1C=CC(C=C1)=O (2-nitro-4-fluoro-5-(4-oxo-4H-pyridin-1-yl)-aniline). The yield is 22.6%. RXN SMILES: [N+:1]([C:4]1[CH:10]=[C:9]([F:11])[C:8](Cl)=[CH:7][C:5]=1[NH2:6])([O-:3])=[O:2].[OH:13][C:14]1[CH:19]=[CH:18][N:17]=[CH:16][CH:15]=1.[OH-].[K+]>>[N+:1]([C:4]1[CH:10]=[C:9]([F:11])[C:8]([N:17]2[CH:18]=[CH:19][C:14](=[O:13])[CH:15]=[CH:16]2)=[CH:7][C:5]=1[NH2:6])([O-:3])=[O:2] |f:2.3|. Reported procedure: First, 3.811 g of 2-nitro-4-fluoro-5-chloroaniline, 2.473 g of 4-hydroxypyridine, and 1.827 g of powdered potassium hydroxide were allowed to react at 130° C. for 3 hours in a nitrogen atmosphere in the same way as in Reference Example 1 to give 1.125 g of 2-nitro-4-fluoro-5-(4-oxo-4H-pyridin-1-yl)-aniline. Reactants: CCOCC (ether), [Na] (sodium), CNC(C)O (N-methylamino-ethanol), C1(=CC=CC=C1)C(=C(C1=CC=C(C=C1)OCOC)C1=CC=C(C=C1)F)C(F)(F)F (2-phenyl-3,3,3-trifluoro-1-(4-fluorophenyl)-1-(4-methoxymethoxy-phenyl)-propene). Conditions: temperature 150 celsius. Yields the product C1(=CC=CC=C1)C(=C(C1=CC=C(C=C1)OCOC)C1=CC=C(C=C1)OCCNC)C(F)(F)F (2-phenyl-3,3,3-trifluoro-1-[4-(2-methylaminoethoxy)-phenyl]-1-(4-methoxymethoxy-phenyl)-propene). Isolated yield 72.4%. RXN SMILES: [Na].[CH3:2][NH:3][CH:4](O)[CH3:5].[C:7]1([C:13]([C:32]([F:35])([F:34])[F:33])=[C:14]([C:25]2[CH:30]=[CH:29][C:28](F)=[CH:27][CH:26]=2)[C:15]2[CH:20]=[CH:19][C:18]([O:21][CH2:22][O:23][CH3:24])=[CH:17][CH:16]=2)[CH:12]=[CH:11][CH:10]=[CH:9][CH:8]=1.CC[O:38]CC>>[C:7]1([C:13]([C:32]([F:33])([F:34])[F:35])=[C:14]([C:25]2[CH:26]=[CH:27][C:28]([O:38][CH2:5][CH2:4][NH:3][CH3:2])=[CH:29][CH:30]=2)[C:15]2[CH:20]=[CH:19][C:18]([O:21][CH2:22][O:23][CH3:24])=[CH:17][CH:16]=2)[CH:12]=[CH:11][CH:10]=[CH:9][CH:8]=1 |^1:0|. Procedure details: 0.28 g (0.012 g.-atoms) of sodium are dissolved in 2.70 g (36 mmoles) of N-methylamino-ethanol, 2.36 g (5.86 mmoles) of 2-phenyl-3,3,3-trifluoro-1-(4-fluorophenyl)-1-(4-methoxymethoxy-phenyl)-propene, prepared as described in Example 33, are added, and the mixture is heated at 150° C. for one hour. The mixture is cooled, diluted with 100 ml of ether, washed with water until neutral, dried and evaporated. The residue is crystallized from hexane. 1.94 g (72.4%) of 2-phenyl-3,3,3-trifluoro-1-[4-(2-... The reactants are COCC(=O)Cl (methoxyacetyl chloride), NC1=NC(=NC(=N1)N)NC1CC1 (2,4-diamino-6-cyclopropylamino-1,3,5-triazine). Solvent: N1=CC=CC=C1 (pyridine). Conditions: temperature 55 celsius, time 1 hour. Product: COCC(=O)NC1=NC(=NC(=N1)NC(COC)=O)NC1CC1 (2,4-bis-methoxyacetylamino-6-cyclopropylamino-1,3,5-triazine). RXN SMILES: [CH3:1][O:2][CH2:3][C:4](Cl)=[O:5].[NH2:7][C:8]1[N:13]=[C:12]([NH2:14])[N:11]=[C:10]([NH:15][CH:16]2[CH2:18][CH2:17]2)[N:9]=1>N1C=CC=CC=1>[CH3:1][O:2][CH2:3][C:4]([NH:14][C:12]1[N:13]=[C:8]([NH:7][C:4](=[O:5])[CH2:3][O:2][CH3:1])[N:9]=[C:10]([NH:15][CH:16]2[CH2:18][CH2:17]2)[N:11]=1)=[O:5]. Procedure: 7.2 g of methoxyacetyl chloride are slowly added dropwise to a suspension of 5.0 g of 2,4-diamino-6-cyclopropylamino-1,3,5-triazine in 50 ml of pyridine. The reaction mixture is subsequently stirred for 1 hour at 55° C. and then for 16 hours at room temperature. After filtration of the reaction mixture, washing of the filter residue with water and finally drying, the product is obtained as white crystalline powder having a melting point of 175°-180° C. Reactants: CCOC(=O)CBr, O=C([O-])[O-], CC(C)=O, [K+], [K+], O=c1[nH]c2c(Oc3ccccc3)cccc2s1. The product is CCOC(=O)Cn1c(=O)sc2cccc(Oc3ccccc3)c21. As a reaction SMILES: [Br:18][CH2:19][C:20](=[O:21])[O:22][CH2:23][CH3:24].[C:25](=[O:26])([O-:27])[O-:28].[CH3:31][C:32](=[O:33])[CH3:34].[K+:29].[K+:30].[O:1]=[c:2]1[s:3][c:4]2[c:5]([nH:6]1)[c:7]([O:11][c:12]1[cH:13][cH:14][cH:15][cH:16][cH:17]1)[cH:8][cH:9][cH:10]2>>[O:1]=[c:2]1[s:3][c:4]2[c:5]([n:6]1[CH2:19][C:20](=[O:21])[O:22][CH2:23][CH3:24])[c:7]([O:11][c:12]1[cH:13][cH:14][cH:15][cH:16][cH:17]1)[cH:8][cH:9][cH:10]2. Starting materials: CC(C(=O)OCC)=CC=C(C=CC1=C(C(=C(C=C1C)OC)C)C)C (ethyl 2,5-dimethyl-7-(4-methoxy-2,3,6-trimethylphenyl)-hepta-2,4,6-trienoate), acid. Solvent: CCOCC (ether). Yields the product CC(C(=O)O)=CC=C(C=CC1=C(C(=C(C=C1C)OC)C)C)C (2,5-Dimethyl-7-(4-Methoxy-2,3,6-Trimethylphenyl)-Hepta-2,4,6-Trienoic Acid). Reaction SMILES: [CH3:1][C:2](=[CH:8][CH:9]=[C:10]([CH3:24])[CH:11]=[CH:12][C:13]1[C:18]([CH3:19])=[CH:17][C:16]([O:20][CH3:21])=[C:15]([CH3:22])[C:14]=1[CH3:23])[C:3]([O:5]CC)=[O:4]>CCOCC>[CH3:1][C:2](=[CH:8][CH:9]=[C:10]([CH3:24])[CH:11]=[CH:12][C:13]1[C:18]([CH3:19])=[CH:17][C:16]([O:20][CH3:21])=[C:15]([CH3:22])[C:14]=1[CH3:23])[C:3]([OH:5])=[O:4]. Procedure details: In a manner similar to Example 6, alkaline hydrolysis of ethyl 2,5-dimethyl-7-(4-methoxy-2,3,6-trimethylphenyl)-hepta-2,4,6-trienoate afforded, after trituration from ether, the corresponding acid as yellow powder, m.p. 188°-190° C. Yields the product COc1ccccc1C1CCN(CC(CC2CCCCC2)NC(=O)C2(C)CCCCC2)CC1. As a reaction SMILES: [C:1](=[O:2])([O-:3])[O-:4].[CH3:31][C:32]1([C:38](=[O:39])[Cl:40])[CH2:33][CH2:34][CH2:35][CH2:36][CH2:37]1.[CH:7]1([CH2:13][CH:14]([CH2:15][N:16]2[CH2:17][CH2:18][CH:19]([c:22]3[c:23]([O:28][CH3:29])[cH:24][cH:25][cH:26][cH:27]3)[CH2:20][CH2:21]2)[NH2:30])[CH2:8][CH2:9][CH2:10][CH2:11][CH2:12]1.[Cl:41][CH2:42][Cl:43].[K+:5].[K+:6].[OH2:44]>>[CH:7]1([CH2:13][CH:14]([CH2:15][N:16]2[CH2:17][CH2:18][CH:19]([c:22]3[c:23]([O:28][CH3:29])[cH:24][cH:25][cH:26][cH:27]3)[CH2:20][CH2:21]2)[NH:30][C:38]([C:32]2([CH3:31])[CH2:33][CH2:34][CH2:35][CH2:36][CH2:37]2)=[O:39])[CH2:8][CH2:9][CH2:10][CH2:11][CH2:12]1. Reactants: O=C([O-])[O-], CC1(C(=O)Cl)CCCCC1, COc1ccccc1C1CCN(CC(N)CC2CCCCC2)CC1, ClCCl, [K+], [K+], O. The product is O=C1c2ccccc2C(=O)N1O. As a reaction SMILES: [O:1]=[C:2]1[O:3][C:4](=[O:5])[c:6]2[cH:7][cH:8][cH:9][cH:10][c:11]21.[OH2:23].[OH:17][NH3+:18].[OH:19][NH3+:20].[OH:21][NH3+:22].[P:12]([O-:13])([O-:14])([O-:15])=[O:16]>>[O:1]=[C:2]1[c:11]2[c:6]([cH:7][cH:8][cH:9][cH:10]2)[C:4](=[O:3])[N:18]1[OH:17]. The reactants are O=C1OC(=O)c2ccccc21, O, [NH3+]O, [NH3+]O, [NH3+]O, O=P([O-])([O-])[O-].